This data is from the Open Reaction Database (ORD), a public repository of structured organic reaction records. The task is: describe an organic reaction: reactants, conditions, products, and yield Starting materials: C(C)(=O)[C@H](C\C=C(/CC=C)\C)OC(C[C@@H](C(C([C@@H]([C@H]([C@H](C=C)C)O[Si](C)(C)C(C)(C)C)C)=O)(C)C)O[Si](C)(C)C(C)(C)C)=O ((3S,6R,7S,8S)-3,7-bis-(tert-butyl-dimethyl-silanyloxy)-4,4,6,8-tetramethyl-5-oxo-dec-9-enoic acid (Z)-(S)-1-acetyl-4-methyl-hepta-3,6-dienyl ester), C1(=CC=CC=C1)C (toluene), RuCl2(PCy3)(ImH2Mes)(3-phenyl-indenylidene). Conditions: time 30 minute. Yields the product C(C)(=O)[C@@H]1C\C=C(/C/C=C/[C@@H]([C@@H]([C@H](C(C([C@H](CC(O1)=O)O[Si](C)(C)C(C)(C)C)(C)C)=O)C)O[Si](C)(C)C(C)(C)C)C)\C ((10E,13Z)-(4S,7R,8S,9S,16S)-16-Acetyl-4,8-bis-(tert-butyl-dimethyl-silanyloxy)-5,5,7,9,13-pentamethyl-oxacyclohexadeca-10,13-diene-2,6-dione). As a reaction SMILES: [C:1]([C@@H:4]([O:12][C:13](=[O:44])[CH2:14][C@H:15]([O:36][Si:37]([C:40]([CH3:43])([CH3:42])[CH3:41])([CH3:39])[CH3:38])[C:16]([CH3:35])([CH3:34])[C:17](=[O:33])[C@H:18]([CH3:32])[C@@H:19]([O:24][Si:25]([C:28]([CH3:31])([CH3:30])[CH3:29])([CH3:27])[CH3:26])[C@@H](C)C=C)[CH2:5]/[CH:6]=C(/C)\CC=C)(=[O:3])[CH3:2].[C:45]1([CH3:51])[CH:50]=[CH:49][CH:48]=[CH:47][CH:46]=1>>[C:1]([C@H:4]1[O:12][C:13](=[O:44])[CH2:14][C@H:15]([O:36][Si:37]([C:40]([CH3:43])([CH3:41])[CH3:42])([CH3:39])[CH3:38])[C:16]([CH3:34])([CH3:35])[C:17](=[O:33])[C@H:18]([CH3:32])[C@@H:19]([O:24][Si:25]([C:28]([CH3:29])([CH3:30])[CH3:31])([CH3:26])[CH3:27])[C@@H:45]([CH3:51])[CH:50]=[CH:49][CH2:48][C:47]([CH3:46])=[CH:6][CH2:5]1)(=[O:3])[CH3:2]. Reported procedure: A solution of 50.0 mg (76.8 μmol) of (3S,6R,7S,8S)-3,7-bis-(tert-butyl-dimethyl-silanyloxy)-4,4,6,8-tetramethyl-5-oxo-dec-9-enoic acid (Z)-(S)-1-acetyl-4-methyl-hepta-3,6-dienyl ester in 200 ml toluene was heated at reflux. 10.8 mg (11.5 μmol) of [RuCl2(PCy3)(ImH2Mes)(3-phenyl-indenylidene)] was added and the resulting yellowish solution stirred at reflux. After 30 min, a 50 ml sample was evaporated to dryness and to remove residual toluene, redissolved in 25 ml ethanol and evaporated to dryness... The reactants are BrC=1C=C(C(=NC1)N)C (5-Bromo-3-methylpyridin-2-amine), N(=O)[O-].[Na+] (sodium nitrite), [OH-].[K+] (potassium hydroxide), BrBr (Bromine). The solvent is O (water), O (water), Br (hydrobromic acid). Conditions: temperature -15 celsius, time 3 hour. The product is BrC1=NC=C(C=C1C)Br (2,5-Dibromo-3-methylpyridine). Isolated yield 93.7%. As a reaction SMILES: [Br:1][C:2]1[CH:3]=[C:4]([CH3:9])[C:5](N)=[N:6][CH:7]=1.[Br:10]Br.N([O-])=O.[Na+].[OH-].[K+]>Br.O>[Br:10][C:5]1[C:4]([CH3:9])=[CH:3][C:2]([Br:1])=[CH:7][N:6]=1 |f:2.3,4.5|. Reported procedure: (J. Med. Chem. 2007, 50, 3730-3742.) 5-Bromo-3-methylpyridin-2-amine (48, 69 g, 0.37 mol) was suspended in hydrobromic acid (200 mL, 48% in water), and the mixture was cooled to −15° C. Bromine (95 g, 0.59 mol) was added dropwise to the mixture, followed by addition of sodium nitrite (69 g, 1 mol) in water (100 mL). Temperature of the reaction mixture was kept below −15° C. during addition. After addition, the cooling bath was removed and the reaction mixture was stirred for 3 h. The reaction mi... Reactants: C(C)OC(=O)C1=CN=C2N(C1=O)C(CCC2Br)C (9-bromo-6-methyl-4-oxo-6,7,8,9-tetrahydro-4H-pyrido[1,2-a]pyrimidine-3-carboxylic acid ethyl ester), CNC1=CC=CC=C1 (N-methylaniline). Run in C(C)O (ethanol). Reaction conditions: time 8 hour. The product is C(C)OC(=O)C1=CN=C2N(C1=O)C(CC=C2N(C2=CC=CC=C2)C)C (9-(N-methyl-anilino)-6-methyl-4-oxo-6,7-dihydro-4H-pyrido[1,2-a]pyrimidine-3-carboxylic acid ethyl ester). Yield: 25.9%. RXN SMILES: [CH2:1]([O:3][C:4]([C:6]1[C:11](=[O:12])[N:10]2[CH:13]([CH3:18])[CH2:14][CH2:15][CH:16](Br)[C:9]2=[N:8][CH:7]=1)=[O:5])[CH3:2].[CH3:19][NH:20][C:21]1[CH:26]=[CH:25][CH:24]=[CH:23][CH:22]=1>C(O)C>[CH2:1]([O:3][C:4]([C:6]1[C:11](=[O:12])[N:10]2[CH:13]([CH3:18])[CH2:14][CH:15]=[C:16]([N:20]([CH3:19])[C:21]3[CH:26]=[CH:25][CH:24]=[CH:23][CH:22]=3)[C:9]2=[N:8][CH:7]=1)=[O:5])[CH3:2]. Procedure details: 10.0 g. (31.83 mmoles) of 9-bromo-6-methyl-4-oxo-6,7,8,9-tetrahydro-4H-pyrido[1,2-a]pyrimidine-3-carboxylic acid ethyl ester are dissolved in 100 ml. anhydrous ethanol. 6.9 ml. (63.66 mmoles) of N-methylaniline are added to the solution, whereafter the reaction mixture is boiled under reflux for 8 hours. When the reaction is completed the solvent is distilled off at reduced pressure. To the residue 100 cm3 5% by weight aqueous solution of hydrochloric acid is added followed by extraction of the ... The reactants are C(CCC)N(CCCC)CCCC (tributylamine), C(C)(C)(C)OC(CCCNC[C@@H](C)NC1=CC(=C(C=C1)C(F)(F)F)Cl)=O (4-[(R)-2-(3-chloro-4-trifluoromethyl-phenylamino)-propylamino]-butyric acid tert-butyl ester), [I-].ClC1=[N+](C=CC=C1)C (2-chloro-1-methylpyridinium iodide), COC(CC(=O)O)OC (3,3-dimethoxy-propionic acid). Solvent: C(Cl)Cl (CH2Cl2), C(Cl)Cl (CH2Cl2). Yields the product C(C)(C)(C)OC(CCCN(C(CC(OC)OC)=O)C[C@@H](C)NC1=CC(=C(C=C1)C(F)(F)F)Cl)=O (4-[[(R)-2-(3-Chloro-4-trifluoromethyl-phenylamino)-propyl]-(3,3-dimethoxy-propionyl)-amino]-butyric acid tert-butyl ester). As a reaction SMILES: [C:1]([O:5][C:6](=[O:26])[CH2:7][CH2:8][CH2:9][NH:10][CH2:11][C@H:12]([NH:14][C:15]1[CH:20]=[CH:19][C:18]([C:21]([F:24])([F:23])[F:22])=[C:17]([Cl:25])[CH:16]=1)[CH3:13])([CH3:4])([CH3:3])[CH3:2].[I-].ClC1C=CC=C[N+]=1C.[CH3:36][O:37][CH:38]([O:43][CH3:44])[CH2:39][C:40](O)=[O:41].C(N(CCCC)CCCC)CCC>C(Cl)Cl>[C:1]([O:5][C:6](=[O:26])[CH2:7][CH2:8][CH2:9][N:10]([CH2:11][C@H:12]([NH:14][C:15]1[CH:20]=[CH:19][C:18]([C:21]([F:23])([F:24])[F:22])=[C:17]([Cl:25])[CH:16]=1)[CH3:13])[C:40](=[O:41])[CH2:39][CH:38]([O:43][CH3:44])[O:37][CH3:36])([CH3:2])([CH3:3])[CH3:4] |f:1.2|. Reported procedure: A solution of 1.25 g (3.20 mmol) of 4-[(R)-2-(3-chloro-4-trifluoromethyl-phenylamino)-propylamino]-butyric acid tert-butyl ester (22% ee) in 25 ml CH2Cl2 was treated with a solution of 1.00 g (3.80 mmol) of 2-chloro-1-methylpyridinium iodide and 0.51 g (3.80 mmol) of 3,3-dimethoxy-propionic acid (synthesized from methyl 3,3-dimethoxy-propionate by hydrolysis with LiOH) in 5 ml of CH2Cl2. The suspension was cooled and treated at 0° C. with 1.89 ml (7.90 mmol) of tributylamine. The reaction was na...